Dataset: the Open Reaction Database (ORD), a public repository of structured organic reaction records. Task: describe an organic reaction: reactants, conditions, products, and yield Starting materials: BrC1=CC2=C(N=CO2)C=C1 (6-bromobenzo[d]oxazole), C([O-])([O-])=O.[Cs+].[Cs+] (cesium carbonate), ClC1=NC=C(C=C1NS(=O)(=O)C1=CC=C(C=C1)F)B1OC(C(O1)(C)C)(C)C (N-(2-chloro-5-(4,4,5,5-tetramethyl-1,3,2-dioxaborolan-2-yl)pyridin-3-yl)-4-fluorobenzenesulfonamide). The reagents and catalysts are C1=CC=C(C=C1)P([C-]2C=CC=C2)C3=CC=CC=C3.C1=CC=C(C=C1)P([C-]2C=CC=C2)C3=CC=CC=C3.Cl[Pd]Cl.[Fe+2] (PdCl2(dppf)). The solvent is C1CCOC1 (THF), O (water), O (water). Run at time 10 minute. Yields the product O1C=NC2=C1C=C(C=C2)C=2C=C(C(=NC2)Cl)NS(=O)(=O)C2=CC=C(C=C2)F (N-(5-(benzo[d]oxazol-6-yl)-2-chloropyridin-3-yl)-4-fluorobenzenesulfonamide). Isolated yield 39.6%. Reaction SMILES: Br[C:2]1[CH:10]=[CH:9][C:5]2[N:6]=[CH:7][O:8][C:4]=2[CH:3]=1.C(=O)([O-])[O-].[Cs+].[Cs+].[Cl:17][C:18]1[C:23]([NH:24][S:25]([C:28]2[CH:33]=[CH:32][C:31]([F:34])=[CH:30][CH:29]=2)(=[O:27])=[O:26])=[CH:22][C:21](B2OC(C)(C)C(C)(C)O2)=[CH:20][N:19]=1>C1COCC1.O.C1C=CC(P(C2C=CC=CC=2)[C-]2C=CC=C2)=CC=1.C1C=CC(P(C2C=CC=CC=2)[C-]2C=CC=C2)=CC=1.Cl[Pd]Cl.[Fe+2]>[O:8]1[C:4]2[CH:3]=[C:2]([C:21]3[CH:22]=[C:23]([NH:24][S:25]([C:28]4[CH:33]=[CH:32][C:31]([F:34])=[CH:30][CH:29]=4)(=[O:27])=[O:26])[C:18]([Cl:17])=[N:19][CH:20]=3)[CH:10]=[CH:9][C:5]=2[N:6]=[CH:7]1 |f:1.2.3,7.8.9.10|. Procedure: To a microwave vial equipped with a stirbar and charged with 6-bromobenzo[d]oxazole (0.050 g, 0.25 mmol), cesium carbonate (0.25 g, 0.76 mmol), PdCl2(dppf)*DCM (0.037 g, 0.045 mmol), N-(2-chloro-5-(4,4,5,5-tetramethyl-1,3,2-dioxaborolan-2-yl)pyridin-3-yl)-4-fluorobenzenesulfonamide (0.10 g, 0.25 mmol) in THF (3 ml) was added water (0.5 ml). The vial was capped and placed into CEM Microwave for 10 minutes at 100° C., while 100 watts of energy was supplied via Powermax® (Simultaneous heating while... The reactants are C(C)OC(C(CC1=C(C=C(C=C1)OCC=1N=C(OC1)C1=C(C=CC=C1)Cl)C)OCC)=O ([rac]-3-{4-[2-(2-chloro-phenyl)-oxazol-4-ylmethoxy]-2-methyl-phenyl}-2-ethoxy-propionic acid ethyl ester), [Li+].[OH-] (LiOH). Product: ClC1=C(C=CC=C1)C=1OC=C(N1)COC1=CC(=C(C=C1)CC(C(=O)O)OCC)C ([rac]-3-{4-[2-(2-chloro-phenyl)-oxazol-4-ylmethoxy]-2-methyl-phenyl}-2-ethoxy-propionic acid). Reaction SMILES: C([O:3][C:4](=[O:31])[CH:5]([O:28][CH2:29][CH3:30])[CH2:6][C:7]1[CH:12]=[CH:11][C:10]([O:13][CH2:14][C:15]2[N:16]=[C:17]([C:20]3[CH:25]=[CH:24][CH:23]=[CH:22][C:21]=3[Cl:26])[O:18][CH:19]=2)=[CH:9][C:8]=1[CH3:27])C.[Li+].[OH-]>>[Cl:26][C:21]1[CH:22]=[CH:23][CH:24]=[CH:25][C:20]=1[C:17]1[O:18][CH:19]=[C:15]([CH2:14][O:13][C:10]2[CH:11]=[CH:12][C:7]([CH2:6][CH:5]([O:28][CH2:29][CH3:30])[C:4]([OH:31])=[O:3])=[C:8]([CH3:27])[CH:9]=2)[N:16]=1 |f:1.2|. Reported procedure: In analogy to the procedure described in example 1 g], [rac]-3-{4-[2-(2-chloro-phenyl)-oxazol-4-ylmethoxy]-2-methyl-phenyl}-2-ethoxy-propionic acid ethyl ester was treated with LiOH to obtain [rac]-3-{4-[2-(2-chloro-phenyl)-oxazol-4-ylmethoxy]-2-methyl-phenyl}-2-ethoxy-propionic acid as colorless liquid, which can be separated into its antipodes by methods known in the art, such as separation of the antipodes via diastereomeric salts by crystallization with optically pure amines such as e.g. (R)... Starting materials: ON=C(C(=O)OCC)C(=O)C1=CC=C(C=C1)C (Ethyl 2-hydroxyimino-3-(4-methylphenyl)-3-oxopropionate), NCC1=CC2=CC=CC=C2C=C1 (2-aminomethylnaphthalene). Product: CC1=CC=C(C=C1)C1=C(N=C(N1)C1=CC2=CC=CC=C2C=C1)C(=O)OCC (ethyl 5-(4-methylphenyl)-2-(2-naphthyl)imidazole-4-carboxylate). RXN SMILES: O[N:2]=[C:3]([C:9]([C:11]1[CH:16]=[CH:15][C:14]([CH3:17])=[CH:13][CH:12]=1)=O)[C:4]([O:6][CH2:7][CH3:8])=[O:5].[NH2:18][CH2:19][C:20]1[CH:29]=[CH:28][C:27]2[C:22](=[CH:23][CH:24]=[CH:25][CH:26]=2)[CH:21]=1>>[CH3:17][C:14]1[CH:15]=[CH:16][C:11]([C:9]2[NH:18][C:19]([C:20]3[CH:29]=[CH:28][C:27]4[C:22](=[CH:23][CH:24]=[CH:25][CH:26]=4)[CH:21]=3)=[N:2][C:3]=2[C:4]([O:6][CH2:7][CH3:8])=[O:5])=[CH:12][CH:13]=1. Procedure details: Ethyl 2-hydroxyimino-3-(4-methylphenyl)-3-oxopropionate(12.8 g) and 2-aminomethylnaphthalene (10.3 g) were reacted and treated in the same manner as in Starting Material Synthetic Example 1 to give ethyl 5-(4-methylphenyl)-2-(2-naphthyl)imidazole-4-carboxylate (4.8 9g). 0.5 g therefrom was dissolved in ethyl alcohol (10 ml), and the mixture was reacted and treated in the same manner as in Starting Material Synthetic Example 2 to give 5-(4-methylphenyl)-2-(2-naphthyl)imidazole-4-carboxylic acid (...